This data is from the Open Reaction Database (ORD), a public repository of structured organic reaction records. The task is: describe an organic reaction: reactants, conditions, products, and yield Reactants: COC1=CC=C(C=C1)[Mg]Br (p-methoxyphenylmagnesium bromide), C(C1=CC=CC=C1)OC1=CC=C(C(=O)C2C(CCC3=CC(=CC=C23)OC)=O)C=C1 (1-(p-benzyloxybenzoyl)-6-methoxy-2-tetralone), [Cl-].[NH4+] (ammonium chloride). The solvent is O1CCCC1 (THF), O1CCCC1 (tetrahydrofuran). Reaction conditions: temperature 45 celsius. Product: COC1=CC=C(C=C1)C=1CCC2=CC(=CC=C2C1C(C1=CC=C(C=C1)OCC1=CC=CC=C1)=O)OC (3-(4-methoxyphenyl)-4-(4-benzyloxybenzoyl)-7-methoxy-1,2-dihydronaphthalene). As a reaction SMILES: [CH3:1][O:2][C:3]1[CH:8]=[CH:7][C:6]([Mg]Br)=[CH:5][CH:4]=1.[CH2:11]([O:18][C:19]1[CH:39]=[CH:38][C:22]([C:23]([CH:25]2[C:34]3[C:29](=[CH:30][C:31]([O:35][CH3:36])=[CH:32][CH:33]=3)[CH2:28][CH2:27][C:26]2=O)=[O:24])=[CH:21][CH:20]=1)[C:12]1[CH:17]=[CH:16][CH:15]=[CH:14][CH:13]=1.[Cl-].[NH4+]>O1CCCC1>[CH3:1][O:2][C:3]1[CH:8]=[CH:7][C:6]([C:26]2[CH2:27][CH2:28][C:29]3[C:34]([C:25]=2[C:23](=[O:24])[C:22]2[CH:38]=[CH:39][C:19]([O:18][CH2:11][C:12]4[CH:13]=[CH:14][CH:15]=[CH:16][CH:17]=4)=[CH:20][CH:21]=2)=[CH:33][CH:32]=[C:31]([O:35][CH3:36])[CH:30]=3)=[CH:5][CH:4]=1 |f:2.3|. Reported procedure: To a solution of about 50 grams (0.24 mole) of p-methoxyphenylmagnesium bromide in tetrahydrofuran (THF) were added at room temperature 30.2 grams (0.08 mole) of 1-(p-benzyloxybenzoyl)-6-methoxy-2-tetralone dissolved in THF. Upon completion of the addition, the entire mixture was warmed to 45° C. Analysis of a sample of the mixture by thin-layer chromatography (TLC) showed the absence of starting material. The mixture then was poured into aqueous ammonium chloride solution, and the resulting mix...